The task is: describe an organic reaction: reactants, conditions, products, and yield. This data is from the Open Reaction Database (ORD), a public repository of structured organic reaction records. Reactants: [OH-].[Na+] (NaOH), COC(=O)C1=C(N(C(=C1)Br)C(C)C)C(C1=CC=C(C=C1)Cl)NC1=CC(=C(C=C1)F)Cl (5-bromo-2-[(3-chloro-4-fluoro-phenylamino)-(4-chloro-phenyl)-methyl]-1-isopropyl-1H-pyrrole-3-carboxylic acid methyl ester). Run in C1CCOC1.CO (THF MeOH). Reaction conditions: temperature 80 celsius, time 10 hour. Product: BrC1=CC(=C(N1C(C)C)C(C1=CC=C(C=C1)Cl)NC1=CC(=C(C=C1)F)Cl)C(=O)O (5-Bromo-2-[(3-chloro-4-fluoro-phenylamino)-(4-chloro-phenyl)-methyl]-1-isopropyl-1H-pyrrole-3-carboxylic acid). As a reaction SMILES: [OH-].[Na+].C[O:4][C:5]([C:7]1[CH:11]=[C:10]([Br:12])[N:9]([CH:13]([CH3:15])[CH3:14])[C:8]=1[CH:16]([NH:24][C:25]1[CH:30]=[CH:29][C:28]([F:31])=[C:27]([Cl:32])[CH:26]=1)[C:17]1[CH:22]=[CH:21][C:20]([Cl:23])=[CH:19][CH:18]=1)=[O:6]>C1COCC1.CO>[Br:12][C:10]1[N:9]([CH:13]([CH3:15])[CH3:14])[C:8]([CH:16]([NH:24][C:25]2[CH:30]=[CH:29][C:28]([F:31])=[C:27]([Cl:32])[CH:26]=2)[C:17]2[CH:22]=[CH:21][C:20]([Cl:23])=[CH:19][CH:18]=2)=[C:7]([C:5]([OH:6])=[O:4])[CH:11]=1 |f:0.1,3.4|. Reported procedure: 2N aqueous NaOH (32 mmol) was added to a solution of 5-bromo-2-[(3-chloro-4-fluoro-phenylamino)-(4-chloro-phenyl)-methyl]-1-isopropyl-1H-pyrrole-3-carboxylic acid methyl ester (Step D2) (1.517 mmol) in 1:1 THF/MeOH (32 mL) and the mixture was stirred at 80° C. for 10 h. After evaporation of MeOH, the pH was adjusted to 5 with addition of 10% w/w aqueous citric acid (35 mL) and extracted with EtOAc. The organic phase was dried (Na2SO4), filtered and concentrated to afford a light brown solid. tR:...